describe an organic reaction: reactants, conditions, products, and yield From a dataset of the Open Reaction Database (ORD), a public repository of structured organic reaction records. The reactants are CC(=O)N1CCc2ccccc2CC1, O=S(=O)(O)Cl, ClCCl. The product is CC(=O)N1CCc2ccc(S(=O)(=O)Cl)cc2CC1. RXN SMILES: [C:1]([CH3:2])(=[O:3])[N:4]1[CH2:5][CH2:6][c:7]2[c:8]([cH:11][cH:12][cH:13][cH:14]2)[CH2:9][CH2:10]1.[Cl:15][S:16](=[O:17])(=[O:18])[OH:19].[Cl:20][CH2:21][Cl:22]>>[C:1]([CH3:2])(=[O:3])[N:4]1[CH2:5][CH2:6][c:7]2[c:8]([cH:11][cH:12][c:13]([S:16]([Cl:15])(=[O:17])=[O:18])[cH:14]2)[CH2:9][CH2:10]1. Starting materials: IC=1N=C2N(CCOC3=C2C=CC(=C3)C(=O)OC)C1 (Methyl 2-iodo-5,6-dihydrobenzo[f]imidazo[1,2-d][1,4]oxazepine-9-carboxylate), C(C)OC1=C(C=CC=C1)B(O)O (2-ethoxyphenylboronic acid), C(C)#N (acetonitrile). The reagents and catalysts are C=1C=CC(=CC1)[P](C=2C=CC=CC2)(C=3C=CC=CC3)[Pd]([P](C=4C=CC=CC4)(C=5C=CC=CC5)C=6C=CC=CC6)([P](C=7C=CC=CC7)(C=8C=CC=CC8)C=9C=CC=CC9)[P](C=1C=CC=CC1)(C=1C=CC=CC1)C=1C=CC=CC1 (tetrakis(triphenylphosphine)palladium). Run in C([O-])([O-])=O.[Na+].[Na+] (sodium carbonate). The product is C(C)OC1=C(C=CC=C1)C=1N=C2N(CCOC3=C2C=CC(=C3)C(=O)OC)C1 (methyl 2-(2-ethoxyphenyl)-5,6-dihydrobenzo[f]imidazo[1,2-d][1,4]oxazepine-9-carboxylate). Yield: 11.4%. As a reaction SMILES: I[C:2]1[N:3]=[C:4]2[C:10]3[CH:11]=[CH:12][C:13]([C:15]([O:17][CH3:18])=[O:16])=[CH:14][C:9]=3[O:8][CH2:7][CH2:6][N:5]2[CH:19]=1.[CH2:20]([O:22][C:23]1[CH:28]=[CH:27][CH:26]=[CH:25][C:24]=1B(O)O)[CH3:21].C(#N)C>C(=O)([O-])[O-].[Na+].[Na+].C1C=CC([P]([Pd]([P](C2C=CC=CC=2)(C2C=CC=CC=2)C2C=CC=CC=2)([P](C2C=CC=CC=2)(C2C=CC=CC=2)C2C=CC=CC=2)[P](C2C=CC=CC=2)(C2C=CC=CC=2)C2C=CC=CC=2)(C2C=CC=CC=2)C2C=CC=CC=2)=CC=1>[CH2:20]([O:22][C:23]1[CH:28]=[CH:27][CH:26]=[CH:25][C:24]=1[C:2]1[N:3]=[C:4]2[C:10]3[CH:11]=[CH:12][C:13]([C:15]([O:17][CH3:18])=[O:16])=[CH:14][C:9]=3[O:8][CH2:7][CH2:6][N:5]2[CH:19]=1)[CH3:21] |f:3.4.5,^1:44,46,65,84|. Procedure: Methyl 2-iodo-5,6-dihydrobenzo[f]imidazo[1,2-d][1,4]oxazepine-9-carboxylate (80 mg, 1 eq), 2-ethoxyphenylboronic acid (66 mg, 1.75 eq), and tetrakis(triphenylphosphine)palladium (10 mg, 0.05 eq), in 1.0 M aqueous sodium carbonate (1.0 mL) and acetonitrile (1.0 mL) were heated to 140° C. for 10 min in a sealed microwave reactor. The crude reaction mixture was concentrated and purified using reverse phase HPLC to yield 295 (9 mg). ESI-MS 365.1 (M)+ The reactants are CO[K] (MeOK), B(Br)(Br)Br (BBr3), C=O (HCHO), 1,3-oxazino[5,6-c]isoquinolines, Heterocycles, C1(CC1)C(=O)S(=O)(=O)N (cyclopropylcarbonyl-sulfonamide), C(C(C)(C)C)S(=O)(=O)N (Neopentylsulfonamide), C1=CC(=CC(=C1)Cl)C(=O)OO (MCPBA), O=P(Cl)(Cl)Cl (POCl3). The solvent is CN1CCCN(C1=O)C (DMPU), ClCCCl (DCE), OS(=O)(=O)O (H2SO4), C(Cl)Cl (CH2Cl2), C(Cl)Cl (CH2Cl2). The product is O1COCC=2N=CC=3C=CC=CC3C21 (4H-[1,3]dioxino[5,4-c]isoquinolin). Reaction SMILES: CO[K].[CH:4]1[CH:9]=[C:8](Cl)[CH:7]=[C:6]([C:11](OO)=O)[CH:5]=1.O=P(Cl)(Cl)Cl.B(Br)(Br)Br.[CH2:24]=[O:25].C(S([NH2:34])(=O)=O)C(C)(C)C.[CH:35]1([C:38](S(N)(=O)=O)=[O:39])C[CH2:36]1>CN1C(=O)N(C)CCC1.C(Cl)Cl.ClCCCl.OS(O)(=O)=O>[O:25]1[C:36]2[C:5]3[CH:4]=[CH:9][CH:8]=[CH:7][C:6]=3[CH:11]=[N:34][C:35]=2[CH2:38][O:39][CH2:24]1. Procedure details: Reaction Conditions: (1) MeOK in DMPU; (2) MCPBA in CH2Cl2; (3) POCl3 in DCE; (4) BBr3 in CH2Cl2; (5) HCHO solution in 40% H2SO4 by procedure of Synthesis of 1,3-oxazino[5,6-c]isoquinolines and related compounds. Miyoko Toyama and Hirotaka Otomasu, Chem. Pharm. Bull. 33(12), 5543-5546, 1985; (6) Fluororination procedure by Uchibori, Y.; Umeno, M.; Yoshiokai, H.; Heterocycles, 1992, 34 (8), 1507-1510 The reactants are CO, C=C(C)CC1(CCOC2CCCCO2)SC(NC2CC3CCC2C3)=NC1=O, Cc1ccc(S(=O)(=O)O)cc1. Product: C=C(C)CC1(CCO)SC(NC2CC3CCC2C3)=NC1=O. Reaction SMILES: [CH3:39][OH:40].[CH:1]12[CH:2]([NH:8][C:9]3=[N:13][C:12](=[O:14])[C:11]([CH2:15][CH2:16][O:17][CH:18]4[CH2:19][CH2:20][CH2:21][CH2:22][O:23]4)([CH2:24][C:25](=[CH2:26])[CH3:27])[S:10]3)[CH2:3][CH:4]([CH2:5][CH2:6]1)[CH2:7]2.[c:28]1([CH3:29])[cH:30][cH:31][c:32]([S:33]([OH:34])(=[O:35])=[O:36])[cH:37][cH:38]1>>[CH:1]12[CH:2]([NH:8][C:9]3=[N:13][C:12](=[O:14])[C:11]([CH2:15][CH2:16][OH:17])([CH2:24][C:25](=[CH2:26])[CH3:27])[S:10]3)[CH2:3][CH:4]([CH2:5][CH2:6]1)[CH2:7]2. Starting materials: NS(=O)(=O)c1cc(C(=O)O)cc(SCc2ccccc2)c1Cl, CC(=O)O, CCO, O, OO. Product: NS(=O)(=O)c1cc(C(=O)O)cc(S(=O)(=O)Cc2ccccc2)c1Cl. RXN SMILES: [CH2:1]([c:2]1[cH:3][cH:4][cH:5][cH:6][cH:7]1)[S:8][c:9]1[cH:10][c:11]([C:12](=[O:13])[OH:14])[cH:15][c:16]([S:19]([NH2:20])(=[O:21])=[O:22])[c:17]1[Cl:18].[CH3:23][C:24]([OH:25])=[O:26].[CH3:30][CH2:31][OH:32].[OH2:29].[OH:27][OH:28]>>[CH2:1]([c:2]1[cH:3][cH:4][cH:5][cH:6][cH:7]1)[S:8]([c:9]1[cH:10][c:11]([C:12](=[O:13])[OH:14])[cH:15][c:16]([S:19]([NH2:20])(=[O:21])=[O:22])[c:17]1[Cl:18])(=[O:25])=[O:29].